From a dataset of the Open Reaction Database (ORD), a public repository of structured organic reaction records. describe an organic reaction: reactants, conditions, products, and yield The reactants are OC1=CC(OC(=C1)C)=O (4-hydroxy-6-methyl-2-pyrone), NCC=1N=CC(=NC1)C (5-aminomethyl-2-methylpyrazine). Run in O (water). Conditions: temperature 100 celsius. Product: OC1=CC(N(C(=C1)C)CC1=NC=C(N=C1)C)=O (4-hydroxy-6-methyl-1-[(5-methylpyrazin-2-yl)methyl]pyridin-2(1H)-one). Yield: 62.7%. As a reaction SMILES: [OH:1][C:2]1[CH:7]=[C:6]([CH3:8])O[C:4](=[O:9])[CH:3]=1.[NH2:10][CH2:11][C:12]1[N:13]=[CH:14][C:15]([CH3:18])=[N:16][CH:17]=1>O>[OH:1][C:2]1[CH:7]=[C:6]([CH3:8])[N:10]([CH2:11][C:12]2[CH:17]=[N:16][C:15]([CH3:18])=[CH:14][N:13]=2)[C:4](=[O:9])[CH:3]=1. Procedure: A mixture of 4-hydroxy-6-methyl-2-pyrone (5.0 g, 0.04 mol) and 5-aminomethyl-2-methylpyrazine (5.0 g, 0.041 mol) in water (25.0 ml) was heated at 100° C. for 1 h under argon atmosphere. The reaction mixture was cooled, and filtered the yellow precipitate. It was washed with ethanol, and dried in vacuo to afford the title compound (5.8 g, 63%) as a pale yellow powder: 1H NMR (DMSO-d6/400 MHz) δ 10.43 (br, 1H), 8.38 (d, 2H, J=5.2 Hz), 5.77 (d, 1H, J=2.0 Hz), 5.58 (d, 1H, J=2.0 Hz), 4.92 (s, 2H), 2... Starting materials: BrCC(=O)OCC (ethyl bromoacetate), BrCC(=O)OCC (ethyl bromoacetate), S(O)(O)(=O)=O (sulphuric acid), C(C)OCC (diethyl ether), C(C)(=O)C=1COC2=CC=C(C=C2C1)C1=CC=CC=C1 (3-acetyl-6-phenyl-2H-chromene). Reagents/catalysts: [Zn] (zinc). Run in COCOC (dimethoxymethane), O1CCCC1 (tetrahydrofuran), COCOC (dimethoxymethane). Conditions: time 1 hour. Product: OC(CC(=O)OCC)(C)C=1COC2=CC=C(C=C2C1)C1=CC=CC=C1 (Ethyl 3-hydroxy-3-(6-phenyl-2H-chromen-3-yl)butanoate). Reaction SMILES: Br[CH2:2][C:3]([O:5][CH2:6][CH3:7])=[O:4].[C:8]([C:11]1[CH2:12][O:13][C:14]2[C:19]([CH:20]=1)=[CH:18][C:17]([C:21]1[CH:26]=[CH:25][CH:24]=[CH:23][CH:22]=1)=[CH:16][CH:15]=2)(=[O:10])[CH3:9].S(=O)(=O)(O)O.C(OCC)C>COCOC.O1CCCC1.[Zn]>[OH:10][C:8]([C:11]1[CH2:12][O:13][C:14]2[C:19]([CH:20]=1)=[CH:18][C:17]([C:21]1[CH:26]=[CH:25][CH:24]=[CH:23][CH:22]=1)=[CH:16][CH:15]=2)([CH3:9])[CH2:2][C:3]([O:5][CH2:6][CH3:7])=[O:4]. Procedure details: 4.35 g (0.0665 At-g) of activated zinc are covered with 12 ml of dimethoxymethane, and then 1 ml (9 mmol) of pure ethyl bromoacetate is added under an argon atmosphere. After induction of the reaction by heating, a solution of 6.38 ml (57.5 mmol) of ethyl bromoacetate in 20 ml of dimethoxymethane is added in such a manner as to maintain reflux. After the zinc has been completely consumed and the reaction mixture has returned to room temperature, a solution of 11.1 g (43.5 mmol) of 3-acetyl-6-phe... Starting materials: CC1=C2C=NN(C2=CC=C1O[C@H]1CC[C@H](CC1)N1C(C2=CC=CC=C2C1=O)=O)C1OCCCC1 (2-{cis-4-[(4-methyl-1-tetrahydro-2H-pyran-2-yl-1H-indazol-5-yl)oxy]cyclohexyl}-1H-isoindole-1,3(2H)-dione), CN.C(C)O (methylamine ethanol). The product is CC1=C2C=NN(C2=CC=C1O[C@H]1CC[C@H](CC1)N)C1OCCCC1 (cis-4-[(4-methyl-1-tetrahydro-2H-pyran-2-yl-1H-indazol-5-yl)oxy]cyclohexanamine). Isolated yield 88.1%. Reaction SMILES: [CH3:1][C:2]1[C:10]([O:11][C@@H:12]2[CH2:17][CH2:16][C@H:15]([N:18]3C(=O)C4C(=CC=CC=4)C3=O)[CH2:14][CH2:13]2)=[CH:9][CH:8]=[C:7]2[C:3]=1[CH:4]=[N:5][N:6]2[CH:29]1[CH2:34][CH2:33][CH2:32][CH2:31][O:30]1.CN.C(O)C>>[CH3:1][C:2]1[C:10]([O:11][C@@H:12]2[CH2:13][CH2:14][C@H:15]([NH2:18])[CH2:16][CH2:17]2)=[CH:9][CH:8]=[C:7]2[C:3]=1[CH:4]=[N:5][N:6]2[CH:29]1[CH2:34][CH2:33][CH2:32][CH2:31][O:30]1 |f:1.2|. Procedure: A mixture of 2-{cis-4-[(4-methyl-1-tetrahydro-2H-pyran-2-yl-1H-indazol-5-yl)oxy]cyclohexyl}-1H-isoindole-1,3(2H)-dione (95.5 mg, 0.208 mmol) and a 30% methylamine-ethanol solution (5.0 ml) was stirred with heating under reflux for 2 hours. The reaction solution was allowed to cool, and then was concentrated under reduced pressure to obtain a crude product. The crude product was purified by a silica gel column chromatography (eluent: chloroform/methanol/28% aqueous ammonia) to obtain cis-4-[(4-me... Starting materials: [F-].[K+] (KF), ClC1=NC(=C(C=2N1C=NN2)C2=CC(=CC=C2)C(F)(F)F)C2=CC(=NC=C2)Cl (5-Chloro-7-(2-chloro-4-pyridyl)-8-(3-(trifluoromethyl)phenyl)-1,2,4-triazolo[4,3-c]pyrimidine), C[Sn](C)C.C[Sn](C)C (hexamethylditin), C(C)(C)(C)OC(=O)N1CCC(=CC1)OS(=O)(=O)C(F)(F)F (1-(t-butoxycarbonyl)-4-(trifluoromethyl sulfonyloxy)-1,2,3,6-tetrahydropyridine), [Cl-].[Li+] (lithium chloride). The reagents and catalysts are C1(=CC=CC=C1)P(C1=CC=CC=C1)(C1=CC=CC=C1)[Pd](P(C1=CC=CC=C1)(C1=CC=CC=C1)C1=CC=CC=C1)(P(C1=CC=CC=C1)(C1=CC=CC=C1)C1=CC=CC=C1)P(C1=CC=CC=C1)(C1=CC=CC=C1)C1=CC=CC=C1 (tetrakistriphenylphosphinopalladium). The solvent is O1CCOCC1 (dioxane). Reaction conditions: temperature 90 celsius, time 2 hour. The product is C(C)(C)(C)OC(=O)N1CCC(=CC1)C1=NC(=C(C=2N1C=NN2)C2=CC(=CC=C2)C(F)(F)F)C2=CC(=NC=C2)Cl (5-(1-(t-butoxycarbonyl)-1,2,3,6-tetrahydropyrid-4-yl)-7-(2-chloro-4-pyridyl)-8-(3-(trifluoromethyl)phenyl)-1,2,4-triazolo[4,3-c]pyrimidine). Reaction SMILES: Cl[C:2]1[N:7]2[CH:8]=[N:9][N:10]=[C:6]2[C:5]([C:11]2[CH:16]=[CH:15][CH:14]=[C:13]([C:17]([F:20])([F:19])[F:18])[CH:12]=2)=[C:4]([C:21]2[CH:26]=[CH:25][N:24]=[C:23]([Cl:27])[CH:22]=2)[N:3]=1.[C:28]([O:32][C:33]([N:35]1[CH2:40][CH:39]=[C:38](OS(C(F)(F)F)(=O)=O)[CH2:37][CH2:36]1)=[O:34])([CH3:31])([CH3:30])[CH3:29].[Cl-].[Li+].C[Sn](C)C.C[Sn](C)C.[F-].[K+]>O1CCOCC1.C1(P([Pd](P(C2C=CC=CC=2)(C2C=CC=CC=2)C2C=CC=CC=2)(P(C2C=CC=CC=2)(C2C=CC=CC=2)C2C=CC=CC=2)P(C2C=CC=CC=2)(C2C=CC=CC=2)C2C=CC=CC=2)(C2C=CC=CC=2)C2C=CC=CC=2)C=CC=CC=1>[C:28]([O:32][C:33]([N:35]1[CH2:36][CH:37]=[C:38]([C:2]2[N:7]3[CH:8]=[N:9][N:10]=[C:6]3[C:5]([C:11]3[CH:16]=[CH:15][CH:14]=[C:13]([C:17]([F:20])([F:19])[F:18])[CH:12]=3)=[C:4]([C:21]3[CH:26]=[CH:25][N:24]=[C:23]([Cl:27])[CH:22]=3)[N:3]=2)[CH2:39][CH2:40]1)=[O:34])([CH3:31])([CH3:29])[CH3:30] |f:2.3,4.5,6.7,^1:51,55|. Reported procedure: 5-Chloro-7-(2-chloro-4-pyridyl)-8-(3-(trifluoromethyl)phenyl)-1,2,4-triazolo[4,3-c]pyrimidine (2.0 g, 5.0 mmol), 1-(t-butoxycarbonyl)-4-(trifluoromethyl sulfonyloxy)-1,2,3,6-tetrahydropyridine (2.0 g, 6.0 mmol), lithium chloride (6.64 g, 15.0 mmol), hexamethylditin (2.0 g, 6.0 mmol) and tetrakistriphenylphosphinopalladium (0.3 g, 0.25 mmol) were combined in dioxane (25 ml) and the resulting solution was heated to 90° C. for 18 hours. The mixture was added to aq. KF and was stirred for 2 hours an... Solvent: ClCCl (dichloromethane). Yields the product C(C)NC=1N(C2=C(C(=NC=3C=CC=CC23)N)N1)CC(C)C (N2-ethyl-1-(2-methylpropyl)-1H-imidazo[4,5-c]quinoline-2,4-diamine). Conditions: temperature 50 celsius. Starting materials: C([O-])(O)=O.[Na+] (sodium bicarbonate), FC(C(=O)O)(F)F (Trifluoroacetic acid), C(C)NC=1N(C2=C(C(=NC=3C=CC=CC23)N(CC2=CC=C(C=C2)OC)CC2=CC=C(C=C2)OC)N1)CC(C)C (N2-ethyl-N4,N4-bis(4-methoxybenzyl)-1-(2-methylpropyl)-1H-imidazo[4,5-c]quinoline-2,4-diamine), [OH-].[Na+] (sodium hydroxide). Isolated yield 19.5%. Reported procedure: Trifluoroacetic acid (20 mL) was added to N2-ethyl-N4,N4-bis(4-methoxybenzyl)-1-(2-methylpropyl)-1H-imidazo[4,5-c]quinoline-2,4-diamine (2.0 g, 3.8 mmol), and the reaction was heated at 50° C. for four hours and allowed to cool to ambient temperature. Aqueous sodium hydroxide (6 M) was added to adjust the solution to pH 9, and then dichloromethane and saturated aqueous sodium bicarbonate were added. The organic layer was separated and washed twice with aqueous sodium bicarbonate, dried over magn... RXN SMILES: FC(F)(F)C(O)=O.[CH2:8]([NH:10][C:11]1[N:12]([CH2:43][CH:44]([CH3:46])[CH3:45])[C:13]2[C:22]3[CH:21]=[CH:20][CH:19]=[CH:18][C:17]=3[N:16]=[C:15]([N:23](CC3C=CC(OC)=CC=3)CC3C=CC(OC)=CC=3)[C:14]=2[N:42]=1)[CH3:9].[OH-].[Na+].C(=O)(O)[O-].[Na+]>ClCCl>[CH2:8]([NH:10][C:11]1[N:12]([CH2:43][CH:44]([CH3:45])[CH3:46])[C:13]2[C:22]3[CH:21]=[CH:20][CH:19]=[CH:18][C:17]=3[N:16]=[C:15]([NH2:23])[C:14]=2[N:42]=1)[CH3:9] |f:2.3,4.5|. Starting materials: N1(C)C(=O)N(C)C=2N=CN(C2C1=O)CC(N)=NO (2-(theophyllin-7-yl)-acetamidoxime), CC[O-].[Na+] (sodium ethylate), C(C)OC(CCCN(CC)CC)=O (γ-diethylamino-butyric acid ethyl ester). Run in C1(=CC=CC=C1)C (toluene). Product: C(\C=C/C(=O)O)(=O)O.C(C)N(CCCC1=NC(=NO1)CN1C=NC=2N(C(N(C)C(C12)=O)=O)C)CC (7-[{5-(3-diethylamino-propan-1-yl)-1,2,4-oxadiazol-3-yl}-methyl]-theophylline maleinate). The yield is 77.0%. RXN SMILES: [N:1]1([C:12](=[O:13])[C:11]2[N:10]([CH2:14][C:15](=[N:17][OH:18])[NH2:16])[CH:9]=[N:8][C:7]=2[N:5]([CH3:6])[C:3]1=[O:4])[CH3:2].CC[O-:21].[Na+].C([O:25][C:26](=[O:35])[CH2:27][CH2:28][CH2:29][N:30]([CH2:33][CH3:34])[CH2:31][CH3:32])C>C1(C)C=CC=CC=1>[C:26]([OH:25])(=[O:35])/[CH:7]=[CH:11]\[C:12]([OH:13])=[O:21].[CH2:31]([N:30]([CH2:33][CH3:34])[CH2:29][CH2:28][CH2:27][C:26]1[O:18][N:17]=[C:15]([CH2:14][N:10]2[C:11]3[C:12](=[O:13])[N:1]([CH3:2])[C:3](=[O:4])[N:5]([CH3:6])[C:7]=3[N:8]=[CH:9]2)[N:16]=1)[CH3:32] |f:1.2,5.6|. Procedure: 25.2 g. of 2-(theophyllin-7-yl)-acetamidoxime, 200 cm3 toluene and 6.8 g. of sodium ethylate and 37.4 g. of γ-diethylamino-butyric acid ethyl ester are reacted according to Example 4a and thus 38 g. (77% yield) of 7-[{5-(3-diethylamino-propan-1-yl)-1,2,4-oxadiazol-3-yl}-methyl]-theophylline maleinate are obtained. Melting point: 119°-121° C.